This data is from the Open Reaction Database (ORD), a public repository of structured organic reaction records. The task is: describe an organic reaction: reactants, conditions, products, and yield Reactants: Cc1c(C=O)c(C)n(C)n1, CC1=CN=C(C=C1)N, [C-]#[N+]C1CCCCC1. Reagents/catalysts: O=C(O)C(F)(F)F (trifluoroacetic acid). Run in CC(C)O (isopropyl alcohol), CC(C)O (isopropylalcohol). Conditions: temperature 22 celsius, time 20 hour. The product is Cc1ccc2nc(c3c(C)nn(C)c3C)c(NC3CCCCC3)n2c1. Yield: 2.7%. RXN SMILES: CC1=CC=C(N)N=C1.[C-]#[N+]C1CCCCC1.CN1N=C(C)C(C=O)=C1C>>CN1N=C(C)C(=C1C)C1=C(NC2CCCCC2)N2C=C(C)C=CC2=N1. Reactants: NC1=C2C(=NC=N1)N(N=C2I)C(C)C=2OC(C1=CC=CC=C1C2C2=CCN(CC2)C(=O)OC(C)(C)C)=O (Tert-butyl 4-(3-(1-(4-amino-3-iodo-1H-pyrazolo[3,4-d]pyrimidin-1-yl)ethyl)-1-oxo-1H-isochromen-4-yl)-5,6-dihydropyridine-1(2H)-carboxylate), Cl (HCl). Run in O1CCOCC1 (dioxane), O1CCOCC1 (1,4-Dioxane). Reaction conditions: time 4 hour. The product is Cl.NC1=C2C(=NC=N1)N(N=C2I)C(C)C=2OC(C1=CC=CC=C1C2C=2CCNCC2)=O (3-(1-(4-amino-3-iodo-1H-pyrazolo[3,4-d]pyrimidin-1-yl)ethyl)-4-(1,2,3,6-tetrahydropyridin-4-yl)-1H-isochromen-1-one hydrochloride). RXN SMILES: [NH2:1][C:2]1[N:7]=[CH:6][N:5]=[C:4]2[N:8]([CH:12]([C:14]3[O:15][C:16](=[O:37])[C:17]4[C:22]([C:23]=3[C:24]3[CH2:29][CH2:28][N:27](C(OC(C)(C)C)=O)[CH2:26][CH:25]=3)=[CH:21][CH:20]=[CH:19][CH:18]=4)[CH3:13])[N:9]=[C:10]([I:11])[C:3]=12.[ClH:38]>O1CCOCC1>[ClH:38].[NH2:1][C:2]1[N:7]=[CH:6][N:5]=[C:4]2[N:8]([CH:12]([C:14]3[O:15][C:16](=[O:37])[C:17]4[C:22]([C:23]=3[C:24]3[CH2:29][CH2:28][NH:27][CH2:26][CH:25]=3)=[CH:21][CH:20]=[CH:19][CH:18]=4)[CH3:13])[N:9]=[C:10]([I:11])[C:3]=12 |f:3.4|. Reported procedure: Tert-butyl 4-(3-(1-(4-amino-3-iodo-1H-pyrazolo[3,4-d]pyrimidin-1-yl)ethyl)-1-oxo-1H-isochromen-4-yl)-5,6-dihydropyridine-1(2H)-carboxylate (Intermediate D14, 1.5 g, 2.441 mmol) was suspended in 1,4-Dioxane (5 ml) and 4 M HCl in dioxane (15.26 ml, 61.0 mmol) was added. The mixture was stirred at rt for 4 h, then volatiles were removed under reduced pressure to give title compound (1.56 g) as a light pink powder. Starting materials: [Br-], CCCC[N+](CCCC)(CCCC)CCCC, OCC1COc2cc(C(F)(F)F)ccc2O1, [K+], O=[Mn](=O)(=O)[O-], c1ccccc1. The product is O=C(O)C1COc2cc(C(F)(F)F)ccc2O1. RXN SMILES: [Br-:29].[CH2:30]([N+:31]([CH2:32][CH2:33][CH2:34][CH3:35])([CH2:36][CH2:37][CH2:38][CH3:39])[CH2:40][CH2:41][CH2:42][CH3:43])[CH2:44][CH2:45][CH3:46].[F:1][C:2]([c:3]1[cH:4][c:5]2[c:6]([cH:13][cH:14]1)[O:7][CH:8]([CH2:11][OH:12])[CH2:9][O:10]2)([F:15])[F:16].[K+:22].[Mn:17](=[O:18])([O-:19])(=[O:20])=[O:21].[cH:23]1[cH:24][cH:25][cH:26][cH:27][cH:28]1>>[F:1][C:2]([c:3]1[cH:4][c:5]2[c:6]([cH:13][cH:14]1)[O:7][CH:8]([C:11](=[O:12])[OH:18])[CH2:9][O:10]2)([F:15])[F:16]. Reactants: OO (hydrogen peroxide), FC(C=1C=CC=C2C(C(NC12)=O)=O)(F)F (7-Trifluoromethylisatin), Cl (HCl). Run in O (water), [OH-].[Na+] (sodium hydroxide). Reaction conditions: time 30 minute. The product is FC(C=1C(=C(C(=O)O)C=CC1)N)(F)F (3-Trifluoromethyl-2-aminobenzoic acid). RXN SMILES: [F:1][C:2]([F:15])([F:14])[C:3]1[CH:4]=[CH:5][CH:6]=[C:7]2[C:11]=1[NH:10]C(=O)[C:8]2=[O:13].[OH:16]O.Cl>[OH-].[Na+].O>[F:14][C:2]([F:1])([F:15])[C:3]1[C:11]([NH2:10])=[C:7]([CH:6]=[CH:5][CH:4]=1)[C:8]([OH:13])=[O:16] |f:3.4|. Procedure details: 7-Trifluoromethylisatin (10 g, 46 mmol) was dissolved in 5% sodium hydroxide solution (83 ml). To this was added dropwise over 30 minutes a solution of 50% hydrogen peroxide (7.4 ml) in water (4.6 ml); the temperature rose to 50°. The solution was stirred an additional 30 minutes, acidified (conc. HCl) to pH 1-2, and the tan product was filtered.